The task is: describe an organic reaction: reactants, conditions, products, and yield. This data is from the Open Reaction Database (ORD), a public repository of structured organic reaction records. Reactants: CCOCC, OC1CCCc2ccccc21, O, O=S(Cl)Cl, c1ccncc1. The product is ClC1CCCc2ccccc21. Reaction SMILES: [CH3:23][CH2:24][O:25][CH2:26][CH3:27].[CH:1]1([OH:11])[CH2:2][CH2:3][CH2:4][c:5]2[cH:6][cH:7][cH:8][cH:9][c:10]21.[OH2:18].[S:19]([Cl:20])([Cl:21])=[O:22].[cH:12]1[cH:13][cH:14][n:15][cH:16][cH:17]1>>[CH:1]1([Cl:21])[CH2:2][CH2:3][CH2:4][c:5]2[cH:6][cH:7][cH:8][cH:9][c:10]21. Reactants: O=C(Cl)c1ccccc1, CCCOC(=N)N1Cc2ccccc2-c2ccccc2C1. The product is CCCOC(=NC(=O)c1ccccc1)N1Cc2ccccc2-c2ccccc2C1. As a reaction SMILES: [C:22]([c:23]1[cH:24][cH:25][cH:26][cH:27][cH:28]1)(=[O:29])[Cl:30].[cH:1]1[cH:2][cH:3][cH:4][c:5]2[c:11]1-[c:10]1[c:9]([cH:15][cH:14][cH:13][cH:12]1)[CH2:8][N:7]([C:16]([O:17][CH2:18][CH2:19][CH3:20])=[NH:21])[CH2:6]2>>[cH:1]1[cH:2][cH:3][cH:4][c:5]2[c:11]1-[c:10]1[c:9]([cH:15][cH:14][cH:13][cH:12]1)[CH2:8][N:7]([C:16]([O:17][CH2:18][CH2:19][CH3:20])=[N:21][C:22]([c:23]1[cH:24][cH:25][cH:26][cH:27][cH:28]1)=[O:29])[CH2:6]2. Starting materials: C([O-])([O-])=O.[Na+].[Na+] (sodium carbonate), CC1(OB(OC1(C)C)C1=CC(=NC=C1)NC(=O)C1CC1)C (N-[4-(4,4,5,5-tetramethyl-1,3,2-dioxaborolan-2-yl)pyridin-2-yl]cyclopropanecarboxamide), BrC=1C(=NN2C1OCC2)C2=CC=C(C=C2)F (7-bromo-6-(4-fluorophenyl)-2,3-dihydropyrazolo[5,1-b][1,3]oxazole). Reagents/catalysts: C1CCC(CC1)P(C2CCCCC2)C3CCCCC3.C1CCC(CC1)P(C2CCCCC2)C3CCCCC3.[Cl-].[Cl-].[Pd+2] (bis(tricyclohexylphosphine)-palladium(II)dichloride). Solvent: O1CCOCC1 (1,4-dioxan). Run at temperature 120 celsius. Yields the product FC1=CC=C(C=C1)C1=NN2C(OCC2)=C1C1=CC(=NC=C1)NC(=O)C1CC1 (N-{4-[6-(4-fluorophenyl)-2,3-dihydropyrazolo[5,1-b][1,3]oxazol-7-yl]pyridin-2-yl}cyclopropanecarboxamide). The yield is 61.7%. Reaction SMILES: CC1(C)C(C)(C)OB([C:9]2[CH:14]=[CH:13][N:12]=[C:11]([NH:15][C:16]([CH:18]3[CH2:20][CH2:19]3)=[O:17])[CH:10]=2)O1.Br[C:23]1[C:24]([C:31]2[CH:36]=[CH:35][C:34]([F:37])=[CH:33][CH:32]=2)=[N:25][N:26]2[CH2:30][CH2:29][O:28][C:27]=12.C(=O)([O-])[O-].[Na+].[Na+]>O1CCOCC1.C1CCC(P(C2CCCCC2)C2CCCCC2)CC1.C1CCC(P(C2CCCCC2)C2CCCCC2)CC1.[Cl-].[Cl-].[Pd+2]>[F:37][C:34]1[CH:33]=[CH:32][C:31]([C:24]2[C:23]([C:9]3[CH:14]=[CH:13][N:12]=[C:11]([NH:15][C:16]([CH:18]4[CH2:19][CH2:20]4)=[O:17])[CH:10]=3)=[C:27]3[O:28][CH2:29][CH2:30][N:26]3[N:25]=2)=[CH:36][CH:35]=1 |f:2.3.4,6.7.8.9.10|. Reported procedure: 115 mg (0.40 mmol) of N-[4-(4,4,5,5-tetramethyl-1,3,2-dioxaborolan-2-yl)pyridin-2-yl]cyclopropanecarboxamide and 124 mg (1.1 eq 0.44 mmol) of 7-bromo-6-(4-fluorophenyl)-2,3-dihydropyrazolo[5,1-b][1,3]oxazole are dissolved in 2 mL 1,4-dioxan. To this are added 30 mg of bis(tricyclohexylphosphine)-palladium(II)dichloride (0.04 mmol, 0.1 eq) and 2 mL sodium carbonate solution (2M in H2O). The reaction mixture is flushed for 5 mins with argon and then sealed. Next the mixture is heated for 12 mins a... Starting materials: C[N+](C)(C)Cc1ccccc1, [Cl-], ClCCl, Fc1ccc(CBr)cc1, [Na+], [OH-], N#CCN=C(c1ccccc1)c1ccccc1. The product is N#CC(Cc1ccc(F)cc1)N=C(c1ccccc1)c1ccccc1. As a reaction SMILES: [CH2:33]([N+:34]([CH3:35])([CH3:36])[CH3:37])[c:38]1[cH:39][cH:40][cH:41][cH:42][cH:43]1.[Cl-:32].[Cl:29][CH2:30][Cl:31].[F:18][c:19]1[cH:20][cH:21][c:22]([CH2:23][Br:24])[cH:25][cH:26]1.[Na+:28].[OH-:27].[c:1]1([C:7]([c:8]2[cH:9][cH:10][cH:11][cH:12][cH:13]2)=[N:14][CH2:15][C:16]#[N:17])[cH:2][cH:3][cH:4][cH:5][cH:6]1>>[c:1]1([C:7]([c:8]2[cH:9][cH:10][cH:11][cH:12][cH:13]2)=[N:14][CH:15]([C:16]#[N:17])[CH2:23][c:22]2[cH:21][cH:20][c:19]([F:18])[cH:26][cH:25]2)[cH:2][cH:3][cH:4][cH:5][cH:6]1. Reactants: Cl (HCl), C1(CCC2=CC=CC=C12)=O (1-indanone), Cl.CC1=CC=C(C=C1)NN (p-methylphenylhydrazine hydrochloride). The solvent is C(C)O (ethanol). Reaction conditions: temperature 25 celsius. The product is CC1=CC=2C3=C(NC2C=C1)C1=CC=CC=C1C3 (8-methyl-5, 10-dihydroindeno[1,2-b]indole). Isolated yield 91.9%. RXN SMILES: Cl.[C:2]1(=O)[C:10]2[C:5](=[CH:6][CH:7]=[CH:8][CH:9]=2)[CH2:4][CH2:3]1.Cl.[CH3:13][C:14]1[CH:19]=[CH:18][C:17]([NH:20]N)=[CH:16][CH:15]=1>C(O)C>[CH3:13][C:14]1[CH:19]=[CH:18][C:17]2[NH:20][C:2]3[C:10]4[C:5]([CH2:4][C:3]=3[C:16]=2[CH:15]=1)=[CH:6][CH:7]=[CH:8][CH:9]=4 |f:2.3|. Procedure details: In a 250 mL round bottom flask, 180 mL of ethanol, 10 mL of HCl, 16.3 grams of 1-indanone (0.124 mole) and 19.5 grams of p-methylphenylhydrazine hydrochloride (0.124 mole) are heated to reflux for six hours. After cooling to 25° C., the resulting precipitate is filtered, washed twice with 100 mL of 10% aqueous ethanol, twice with 50 mL of water, and then twice with 50 mL of hexane. After drying, 25 grams of 8-methyl-5, 10-dihydroindeno[1,2-b]indole is obtained. The reactants are COC(=O)CCc1cc([N+](=O)[O-])c(O)c(C(C)(C)C)c1, CCOC(C)=O. The product is COC(=O)CCc1cc(N)c(O)c(C(C)(C)C)c1. RXN SMILES: [C:1]([CH3:2])([CH3:3])([CH3:4])[c:5]1[cH:6][c:7]([CH2:15][CH2:16][C:17](=[O:18])[O:19][CH3:20])[cH:8][c:9]([N+:12]([O-:13])=[O:14])[c:10]1[OH:11].[CH3:21][CH2:22][O:23][C:24](=[O:25])[CH3:26]>>[C:1]([CH3:2])([CH3:3])([CH3:4])[c:5]1[cH:6][c:7]([CH2:15][CH2:16][C:17](=[O:18])[O:19][CH3:20])[cH:8][c:9]([NH2:12])[c:10]1[OH:11]. The product is N1(CCCCC1)CC=1C=C(OCCCNC(CS(=O)CC2=CC=CO2)=O)C=CC1 (N-{3-[3-(piperidinomethyl)phenoxy] propyl]-2-(furfurylsulfinyl) acetamide). The solvent is C(C)O (ethanol). Reactants: Cl (HCl), C(=O)C=1C=C(OCCCNC(CS(=O)CC2=CC=CO2)=O)C=CC1 (N-[3-(3-formylphenoxy)propyl]-2-(furfurylsulfinyl)acetamide), [BH4-].[Na+] (sodium borohydride), N1CCCCC1 (piperidine). Procedure: N-[3-(3-formylphenoxy)propyl]-2-(furfurylsulfinyl)acetamide (13.85 g) was dissolved in 150 ml of ethanol, and while 5.06 g of piperidine was added dropwise, the mixture was stirred at room temperature for 15 hours. The reaction solution was cooled with ice, and 1.5 g of sodium borohydride was added. The mixture was stirred for 5 hours. 1N-HCl was added to the reaction solution to make it acidic, and the solvent was evaporated. The residue was poured into water and extracted with ethyl acetate. T... Reaction conditions: time 15 hour. Isolated yield 53.0%. As a reaction SMILES: [CH:1]([C:3]1[CH:4]=[C:5]([CH:22]=[CH:23][CH:24]=1)[O:6][CH2:7][CH2:8][CH2:9][NH:10][C:11](=[O:21])[CH2:12][S:13]([CH2:15][C:16]1[O:20][CH:19]=[CH:18][CH:17]=1)=[O:14])=O.[NH:25]1[CH2:30][CH2:29][CH2:28][CH2:27][CH2:26]1.[BH4-].[Na+].Cl>C(O)C>[N:25]1([CH2:1][C:3]2[CH:4]=[C:5]([CH:22]=[CH:23][CH:24]=2)[O:6][CH2:7][CH2:8][CH2:9][NH:10][C:11](=[O:21])[CH2:12][S:13]([CH2:15][C:16]2[O:20][CH:19]=[CH:18][CH:17]=2)=[O:14])[CH2:30][CH2:29][CH2:28][CH2:27][CH2:26]1 |f:2.3|. Starting materials: CC(C)(C)OC(=O)CC1CCn2c1cc1cc(OCc3ccc(Cl)c(C(F)(F)F)c3)ccc12, O=C(O)C(F)(F)F, O. Yields the product O=C(O)CC1CCn2c1cc1cc(OCc3ccc(Cl)c(C(F)(F)F)c3)ccc12. RXN SMILES: [Cl:1][c:2]1[c:3]([C:30]([F:31])([F:32])[F:33])[cH:4][c:5]([CH2:6][O:7][c:8]2[cH:9][c:10]3[cH:11][c:12]4[n:13]([c:14]3[cH:15][cH:16]2)[CH2:17][CH2:18][CH:19]4[CH2:20][C:21](=[O:22])[O:23][C:24]([CH3:25])([CH3:26])[CH3:27])[cH:28][cH:29]1.[F:35][C:36]([F:37])([F:38])[C:39]([OH:40])=[O:41].[OH2:34]>>[Cl:1][c:2]1[c:3]([C:30]([F:31])([F:32])[F:33])[cH:4][c:5]([CH2:6][O:7][c:8]2[cH:9][c:10]3[cH:11][c:12]4[n:13]([c:14]3[cH:15][cH:16]2)[CH2:17][CH2:18][CH:19]4[CH2:20][C:21](=[O:22])[OH:23])[cH:28][cH:29]1. Starting materials: C(C1=CC=CC=C1)OC1=CC=C2C=NN(C2=C1)CC(C)O[Si](C)(C)C(C)(C)C (6-Benzyloxy-1-[2-(tert-butyldimethyl-silanyloxy)-propyl]-1H-indazole), ClCCl (dichloromethane). Reagents/catalysts: [Pd] (palladium-on-carbon). Run in CO (methanol). Reaction conditions: time 6 hour. Yields the product C(C)(C)(C)[Si](OC(CN1N=CC2=CC=C(C=C12)O)C)(C)C (1-[2-(tert-Butyldimethyl-silanyloxy)-propyl]-1H-indazol-6-ol). Yield: 84.6%. As a reaction SMILES: C([O:8][C:9]1[CH:17]=[C:16]2[C:12]([CH:13]=[N:14][N:15]2[CH2:18][CH:19]([O:21][Si:22]([C:25]([CH3:28])([CH3:27])[CH3:26])([CH3:24])[CH3:23])[CH3:20])=[CH:11][CH:10]=1)C1C=CC=CC=1.ClCCl>CO.[Pd]>[C:25]([Si:22]([CH3:24])([CH3:23])[O:21][CH:19]([CH3:20])[CH2:18][N:15]1[C:16]2[C:12](=[CH:11][CH:10]=[C:9]([OH:8])[CH:17]=2)[CH:13]=[N:14]1)([CH3:27])([CH3:28])[CH3:26]. Procedure: A mixture of the product from Step A (10.6 g, 27 mmol) and palladium-on-carbon (10%, 0.26 g) in methanol (250 mL) was stirred under an atmosphere of hydrogen for 6 h, dichloromethane (100 mL) was added and the mixture filtered. Evaporation of the filtrate gave an off-white solid (7.0 g, 85%): mp 169-174° C.; LC/MS (+APCI) m/z 307 (M+H).